Dataset: the Open Reaction Database (ORD), a public repository of structured organic reaction records. Task: describe an organic reaction: reactants, conditions, products, and yield The reactants are FC1=C(C=C(C=C1)C#N)C(=O)C1=CC=C(C=C1)F (4-fluoro-3-{(4-fluorophenyl)carbonyl}benzenecarbonitrile), O.NN (hydrazine monohydrate), NN (hydrazine). Solvent: O (water). Reaction conditions: time 8 hour. The product is FC1=CC=C(C=C1)C1=NNC2=CC=C(C=C12)C#N (3-(4-Fluorophenyl)-1H-indazole-5-carbonitrile). RXN SMILES: F[C:2]1[CH:7]=[CH:6][C:5]([C:8]#[N:9])=[CH:4][C:3]=1[C:10]([C:12]1[CH:17]=[CH:16][C:15]([F:18])=[CH:14][CH:13]=1)=O.O.[NH2:20][NH2:21].NN>O>[F:18][C:15]1[CH:16]=[CH:17][C:12]([C:10]2[C:3]3[C:2](=[CH:7][CH:6]=[C:5]([C:8]#[N:9])[CH:4]=3)[NH:21][N:20]=2)=[CH:13][CH:14]=1 |f:1.2|. Procedure: To a flask containing 4-fluoro-3-{(4-fluorophenyl)carbonyl}benzenecarbonitrile (4.2 g, 0.017 mmol) was added hydrazine monohydrate (15 mL) and anhydrous hydrazine (10 mL). In an addition flask the procedure was repeated. Both flasks were allowed to stir overnight exposed to the atmosphere. LCMS confirmed the reactions were complete. To the flasks were added an excess amount of water. The reactions were allowed to stir for two hours. The product of the reactions was collected via a fritted funnel... Reactants: C1(=CC=CC=C1)B(O)O (phenylboronic acid), BrC1=NC(=C2N1CCN(C2)C(=O)OC(C)(C)C)C(N[C@H](C(=O)NC)C(C)(C)C)=O ((S)-tert-butyl 3-bromo-1-(3,3-dimethyl-1-(methylamino)-1-oxobutan-2-ylcarbamoyl)-5,6-dihydroimidazo[1,5-a]pyrazine-7(8H)-carboxylate), C(=O)([O-])[O-].[Na+].[Na+] (Na2CO3). Reagents/catalysts: [Pd].C1(=CC=CC=C1)P(C1=CC=CC=C1)C1=CC=CC=C1.C1(=CC=CC=C1)P(C1=CC=CC=C1)C1=CC=CC=C1.C1(=CC=CC=C1)P(C1=CC=CC=C1)C1=CC=CC=C1.C1(=CC=CC=C1)P(C1=CC=CC=C1)C1=CC=CC=C1 (tetrakis(triphenylphosphine) palladium(0)). The solvent is O1CCOCC1 (dioxane). Run at temperature 150 celsius. The product is CC([C@@H](C(=O)NC)NC(=O)C=1N=C(N2C1CN(CC2)C(=O)OC(C)(C)C)C2=CC=CC=C2)(C)C ((S)-tert-butyl 1-(3,3-dimethyl-1-(methylamino)-1-oxobutan-2-ylcarbamoyl)-3-phenyl-5,6-dihydroimidazo[1,5-a]pyrazine-7(8H)-carboxylate). The yield is 76.1%. As a reaction SMILES: Br[C:2]1[N:6]2[CH2:7][CH2:8][N:9]([C:11]([O:13][C:14]([CH3:17])([CH3:16])[CH3:15])=[O:12])[CH2:10][C:5]2=[C:4]([C:18](=[O:29])[NH:19][C@@H:20]([C:25]([CH3:28])([CH3:27])[CH3:26])[C:21]([NH:23][CH3:24])=[O:22])[N:3]=1.[C:30]1(B(O)O)[CH:35]=[CH:34][CH:33]=[CH:32][CH:31]=1.C([O-])([O-])=O.[Na+].[Na+]>O1CCOCC1.[Pd].C1(P(C2C=CC=CC=2)C2C=CC=CC=2)C=CC=CC=1.C1(P(C2C=CC=CC=2)C2C=CC=CC=2)C=CC=CC=1.C1(P(C2C=CC=CC=2)C2C=CC=CC=2)C=CC=CC=1.C1(P(C2C=CC=CC=2)C2C=CC=CC=2)C=CC=CC=1>[CH3:26][C:25]([CH3:28])([CH3:27])[C@H:20]([NH:19][C:18]([C:4]1[N:3]=[C:2]([C:30]2[CH:35]=[CH:34][CH:33]=[CH:32][CH:31]=2)[N:6]2[CH2:7][CH2:8][N:9]([C:11]([O:13][C:14]([CH3:17])([CH3:16])[CH3:15])=[O:12])[CH2:10][C:5]=12)=[O:29])[C:21]([NH:23][CH3:24])=[O:22] |f:2.3.4,6.7.8.9.10|. Procedure: Intermediate 1J (0.20 g, 0.42 mmol) was dissolved in dioxane (4 mL) and phenylboronic acid (0.10 g, 0.85 mmol) was added, followed by 2N Na2CO3 solution (0.70 mL, 1.39 mmol). The resulting mixture was degassed with nitrogen and tetrakis(triphenylphosphine) palladium(0) (0.073 g, 0.06 mmol) was added. The mixture was heated in a microwave reactor at 150° C. for 20 min. The reaction mixture was filtered through a celite pad, rinsed with methanol and the combined filtrate and washings were concentr... Starting materials: [K+], [K+], O=C=O, [O-]c1ccccc1, Cc1c(O)cccc1C(=O)[O-]. Yields the product O=C(O)c1ccc(O)cc1. As a reaction SMILES: [K+:20].[K+:8].[O:21]=[C:22]=[O:23].[c:1]1([O-:7])[cH:2][cH:3][cH:4][cH:5][cH:6]1.[c:9]1([CH3:10])[c:11]([C:16](=[O:17])[O-:18])[cH:12][cH:13][cH:14][c:15]1[OH:19]>>[c:1]1([OH:7])[cH:2][cH:3][c:4]([C:16](=[O:17])[OH:18])[cH:5][cH:6]1. The reactants are C=1C=C[NH+]=CC1.[O-][Cr](=O)(=O)Cl (PCC), [Si](C1=CC=CC=C1)(C1=CC=CC=C1)(C(C)(C)C)OCC=1C(=C(C(=C(C1)C(O)C1=NC=CC=C1)F)F)N1C[C@H](O[C@H](C1)C)C ({5-({[tert-butyl(diphenyl)silyl]oxy}methyl)-4-[(2R,6S)-2,6-dimethylmorpholin-4-yl]-2,3-difluorophenyl}(pyridin-2-yl)methanol), [Si](C1=CC=CC=C1)(C1=CC=CC=C1)(C(C)(C)C)OCC=1C(=C(C(=C(C1)C(O)C1=NC=CC=C1)F)F)N1C[C@H](O[C@H](C1)C)C ({5-({[tert-butyl(diphenyl)silyl]oxy}methyl)-4-[(2R,6S)-2,6-dimethylmorpholin-4-yl]-2,3-difluorophenyl}(pyridin-2-yl)methanol). Run at time 1 hour. The product is [Si](C1=CC=CC=C1)(C1=CC=CC=C1)(C(C)(C)C)OCC=1C(=C(C(=C(C1)C(=O)C1=NC=CC=C1)F)F)N1C[C@H](O[C@H](C1)C)C ({5-({[tert-butyl(diphenyl)silyl]oxy}methyl)-4-[(2R,6S)-2,6-dimethylmorpholin-4-yl]-2,3-difluorophenyl}(pyridin-2-yl)methanone). RXN SMILES: C1C=C[NH+]=CC=1.[O-][Cr](Cl)(=O)=O.[Si:12]([O:29][CH2:30][C:31]1[C:32]([N:47]2[CH2:52][C@H:51]([CH3:53])[O:50][C@H:49]([CH3:54])[CH2:48]2)=[C:33]([F:46])[C:34]([F:45])=[C:35]([CH:37]([C:39]2[CH:44]=[CH:43][CH:42]=[CH:41][N:40]=2)[OH:38])[CH:36]=1)([C:25]([CH3:28])([CH3:27])[CH3:26])([C:19]1[CH:24]=[CH:23][CH:22]=[CH:21][CH:20]=1)[C:13]1[CH:18]=[CH:17][CH:16]=[CH:15][CH:14]=1>>[Si:12]([O:29][CH2:30][C:31]1[C:32]([N:47]2[CH2:48][C@H:49]([CH3:54])[O:50][C@H:51]([CH3:53])[CH2:52]2)=[C:33]([F:46])[C:34]([F:45])=[C:35]([C:37]([C:39]2[CH:44]=[CH:43][CH:42]=[CH:41][N:40]=2)=[O:38])[CH:36]=1)([C:25]([CH3:26])([CH3:27])[CH3:28])([C:13]1[CH:18]=[CH:17][CH:16]=[CH:15][CH:14]=1)[C:19]1[CH:20]=[CH:21][CH:22]=[CH:23][CH:24]=1 |f:0.1|. Procedure: PCC (1.07 g, 0.005 mmol) was added to a solution of {5-({[tert-butyl(diphenyl)silyl]oxy}methyl)-4-[(2R,6S)-2,6-dimethylmorpholin-4-yl]-2,3-difluorophenyl}(pyridin-2-yl)methanol (Intermediate 18, 1.8 g, 0.002 mmol) in anhydrous DMC (15 mL) at 0° C. and the mixture was allowed to stir for 1 h at room temperature. The reaction mixture was filtered and the solvents were removed under vacuum and the residue was purified over silica gel chromatography column using an ethyl acetate-pet. ether gradient,... Reactants: CC(C)(C)OC(=O)N1CCN(c2cccnc2-c2ccc(F)cc2)CC1, ClCCl, O=C(O)C(F)(F)F. Yields the product Fc1ccc(-c2ncccc2N2CCNCC2)cc1. RXN SMILES: [C:1]([O:2][C:3](=[O:4])[N:8]1[CH2:9][CH2:10][N:11]([c:14]2[c:15](-[c:20]3[cH:21][cH:22][c:23]([F:26])[cH:24][cH:25]3)[n:16][cH:17][cH:18][cH:19]2)[CH2:12][CH2:13]1)([CH3:5])([CH3:6])[CH3:7].[Cl:34][CH2:35][Cl:36].[OH:27][C:28]([C:29]([F:30])([F:31])[F:32])=[O:33]>>[NH:8]1[CH2:9][CH2:10][N:11]([c:14]2[c:15](-[c:20]3[cH:21][cH:22][c:23]([F:26])[cH:24][cH:25]3)[n:16][cH:17][cH:18][cH:19]2)[CH2:12][CH2:13]1. Starting materials: C[P+](C)(C)CC#N, CCC#N, CCN(C(C)C)C(C)C, [I-], [K+], [K+], O=C([O-])[O-], O, O=C(NCCCCO)c1cc2ccccc2s1, NC1CCc2ncsc2C1. Product: O=C(NCCCCNC1CCc2ncsc2C1)c1cc2ccccc2s1. RXN SMILES: [C:29]([CH2:30][P+:31]([CH3:32])([CH3:33])[CH3:34])#[N:35].[C:51](#[N:52])[CH2:53][CH3:54].[CH:36]([N:37]([CH2:38][CH3:39])[CH:40]([CH3:41])[CH3:42])([CH3:43])[CH3:44].[I-:28].[K+:45].[K+:46].[O-:47][C:48]([O-:49])=[O:50].[OH2:55].[OH:11][CH2:12][CH2:13][CH2:14][CH2:15][NH:16][C:17](=[O:18])[c:19]1[s:20][c:21]2[c:22]([cH:23]1)[cH:24][cH:25][cH:26][cH:27]2.[s:1]1[cH:2][n:3][c:4]2[c:5]1[CH2:6][CH:7]([NH2:10])[CH2:8][CH2:9]2>>[s:1]1[cH:2][n:3][c:4]2[c:5]1[CH2:6][CH:7]([NH:10][CH2:12][CH2:13][CH2:14][CH2:15][NH:16][C:17](=[O:18])[c:19]1[s:20][c:21]3[c:22]([cH:23]1)[cH:24][cH:25][cH:26][cH:27]3)[CH2:8][CH2:9]2.